Task: describe an organic reaction: reactants, conditions, products, and yield. Dataset: the Open Reaction Database (ORD), a public repository of structured organic reaction records Starting materials: Cc1cccc(C)c1NCC(C)Br, Cc1cccc(C)c1N, Cl, [I-], [K+]. Product: Cc1cccc(C)c1NCC(C)Nc1c(C)cccc1C. RXN SMILES: [Br:1][CH:2]([CH2:3][NH:4][c:5]1[c:6]([CH3:12])[cH:7][cH:8][cH:9][c:10]1[CH3:11])[CH3:13].[CH3:14][c:15]1[cH:16][cH:17][cH:18][c:19]([CH3:20])[c:21]1[NH2:22].[ClH:25].[I-:24].[K+:23]>>[CH:2]([CH2:3][NH:4][c:5]1[c:6]([CH3:12])[cH:7][cH:8][cH:9][c:10]1[CH3:11])([CH3:13])[NH:22][c:21]1[c:15]([CH3:14])[cH:16][cH:17][cH:18][c:19]1[CH3:20]. Reactants: C(Cl)Cl (methylene chloride), [OH-].[Na+] (sodium hydroxide), C[C@@H]1CNC[C@@H](O1)C (cis-2,6-dimethylmorpholine), N1(C=NC2=C1C=CC=C2)C2=NC(=CC(=N2)Cl)N2CCOCC2 (2-(benzimidazol-1-yl)-4-chloro-6-morpholinopyrimidine). The solvent is O (water), O1CCOCC1.O (dioxane water). Conditions: temperature 80 celsius, time 12 hour. The product is N1(C=NC2=C1C=CC=C2)C2=NC(=CC(=N2)N2C[C@@H](O[C@@H](C2)C)C)N2CCOCC2 (2-(benzimidazol-1-yl)-4-(cis-2,6-dimethyl-morpholino)-6-morpholinopyrimidine). The yield is 86.2%. Reaction SMILES: [N:1]1([C:10]2[N:15]=[C:14](Cl)[CH:13]=[C:12]([N:17]3[CH2:22][CH2:21][O:20][CH2:19][CH2:18]3)[N:11]=2)[C:5]2[CH:6]=[CH:7][CH:8]=[CH:9][C:4]=2[N:3]=[CH:2]1.[OH-].[Na+].[CH3:25][C@H:26]1[O:31][C@@H:30]([CH3:32])[CH2:29][NH:28][CH2:27]1.C(Cl)Cl>O1CCOCC1.O.O>[N:1]1([C:10]2[N:15]=[C:14]([N:28]3[CH2:27][C@@H:26]([CH3:25])[O:31][C@@H:30]([CH3:32])[CH2:29]3)[CH:13]=[C:12]([N:17]3[CH2:22][CH2:21][O:20][CH2:19][CH2:18]3)[N:11]=2)[C:5]2[CH:6]=[CH:7][CH:8]=[CH:9][C:4]=2[N:3]=[CH:2]1 |f:1.2,5.6|. Reported procedure: To the obtained 2-(benzimidazol-1-yl)-4-chloro-6-morpholinopyrimidine (318 mg, 1.00 mmol) dissolved in dioxane—water solution (4:1), sodium hydroxide (100 mg, 4.3 mmol) and cis-2,6-dimethylmorpholine (126 mg, 1.20 mmol) were added and stirred at 80° C. for 12 hours. The reaction mixture was condensed under reduced pressure and the obtained residue was mixed with methylene chloride and water and shaken. Organic layer was separated from the mixture and washed with water and dried over anhydrous ma... Reactants: CSC=1C=2C(=CNC2C=CC1)C1=CC=C(C=C1)Cl (3-(4-Chlorophenyl)-1H-indol-4-yl methyl sulfide), C1CC(=O)N(C1=O)Br (NBS). The solvent is C(Cl)(Cl)(Cl)Cl (CCl4). Run at temperature 50 celsius, time 15 minute. Yields the product CSC=1C=2C(=C(NC2C=CC1)Br)C1=CC=C(C=C1)Cl (2-Bromo-3-(4-chlorophenyl)-1H-indol-4-yl methyl sulfide). Reaction SMILES: [CH3:1][S:2][C:3]1[C:4]2[C:5]([C:12]3[CH:17]=[CH:16][C:15]([Cl:18])=[CH:14][CH:13]=3)=[CH:6][NH:7][C:8]=2[CH:9]=[CH:10][CH:11]=1.C1C(=O)N([Br:26])C(=O)C1>C(Cl)(Cl)(Cl)Cl>[CH3:1][S:2][C:3]1[C:4]2[C:5]([C:12]3[CH:13]=[CH:14][C:15]([Cl:18])=[CH:16][CH:17]=3)=[C:6]([Br:26])[NH:7][C:8]=2[CH:9]=[CH:10][CH:11]=1. Procedure: To a solution of the indole of Step 6 (650 mg, 2.4 mmol) in CCl4 (15 mL) was added NBS (465 mg, 2.6 mmol). The reaction mixture was heated to 50° C. and stirred for 15 minutes. The resulting suspension was filtered on a SiO2 pad eluted with 50% EtOAc in hexanes and concentrated. The title compound was obtained in a quantitative yield as a brownish solid foam used as such. Starting materials: solution, CN (methylamine), O=C1C2=C(CCC3=C1C=CC(=C3)C(C(=O)Cl)C)C=CC=C2 (2-(5-oxo-10,11-dihydrodibenzo[a,d]cyclohepten-2-yl)propionyl chloride). The solvent is C(Cl)Cl (methylene chloride), C(Cl)Cl (methylene chloride). Product: O=C1C2=C(CCC3=C1C=CC(=C3)C(C(=O)NC)C)C=CC=C2 (2-(5-oxo-10,11-dihydrodibenzo[a,d]cyclohepten-2-yl)-N-methylpropionamide). As a reaction SMILES: [CH3:1][NH2:2].[O:3]=[C:4]1[C:10]2[CH:11]=[CH:12][C:13]([CH:15]([CH3:19])[C:16](Cl)=[O:17])=[CH:14][C:9]=2[CH2:8][CH2:7][C:6]2[CH:20]=[CH:21][CH:22]=[CH:23][C:5]1=2>C(Cl)Cl>[O:3]=[C:4]1[C:10]2[CH:11]=[CH:12][C:13]([CH:15]([CH3:19])[C:16]([NH:2][CH3:1])=[O:17])=[CH:14][C:9]=2[CH2:8][CH2:7][C:6]2[CH:20]=[CH:21][CH:22]=[CH:23][C:5]1=2. Procedure details: A 2.6N solution of methylamine in methylene chloride (250 cc.) is added at 0°C. and over the course of 30 minutes to a solution of 2-(5-oxo-10,11-dihydrodibenzo[a,d]cyclohepten-2-yl)propionyl chloride (10 g.) in methylene chloride (100 cc.). The reaction mixture is concentrated, and the residue taken up in distilled water (100 cc.) and benzene (300 cc.). The organic layer is decanted, dried over anhydrous sodium sulphate and evaporated at 60°C. under reduced pressure (20 mm.Hg). The product obta... Starting materials: CC1CC2CN(C(=O)OC(C)(C)C)C(CNC(=O)C(F)(F)F)C2C1, ClCCl, O=C(O)C(F)(F)F. Product: CC1CC2CNC(CNC(=O)C(F)(F)F)C2C1. Reaction SMILES: [C:1]([O:2][C:3](=[O:4])[N:8]1[CH:9]([CH2:17][NH:18][C:19]([C:20]([F:21])([F:22])[F:23])=[O:24])[CH:10]2[CH2:11][CH:12]([CH3:16])[CH2:13][CH:14]2[CH2:15]1)([CH3:5])([CH3:6])[CH3:7].[Cl:32][CH2:33][Cl:34].[F:25][C:26]([F:27])([F:28])[C:29]([OH:30])=[O:31]>>[NH:8]1[CH:9]([CH2:17][NH:18][C:19]([C:20]([F:21])([F:22])[F:23])=[O:24])[CH:10]2[CH2:11][CH:12]([CH3:16])[CH2:13][CH:14]2[CH2:15]1. The reactants are CCn1c(=O)c(Br)nc2ccccc21, CN(C)C=O, OB(O)c1ccc(Cl)cc1, [Na+], [Na+], O=C([O-])[O-], O. Product: CCn1c(=O)c(-c2ccc(Cl)cc2)nc2ccccc21. As a reaction SMILES: [Br:1][c:2]1[c:3](=[O:14])[n:4]([CH2:12][CH3:13])[c:5]2[cH:6][cH:7][cH:8][cH:9][c:10]2[n:11]1.[CH3:32][N:33]([CH3:34])[CH:35]=[O:36].[Cl:15][c:16]1[cH:17][cH:18][c:19]([B:22]([OH:23])[OH:24])[cH:20][cH:21]1.[Na+:25].[Na+:26].[O-:27][C:28](=[O:29])[O-:30].[OH2:31]>>[c:2]1(-[c:19]2[cH:18][cH:17][c:16]([Cl:15])[cH:21][cH:20]2)[c:3](=[O:14])[n:4]([CH2:12][CH3:13])[c:5]2[cH:6][cH:7][cH:8][cH:9][c:10]2[n:11]1.